From a dataset of the Open Reaction Database (ORD), a public repository of structured organic reaction records. describe an organic reaction: reactants, conditions, products, and yield Reactants: COC1=C(N)C=CC=C1 (2-methoxyaniline), TEA, ClC1=NC=NC(=C1C(=O)Cl)Cl (4,6-Dichloropyrimidine-5-carbonyl chloride). Solvent: C(Cl)Cl (DCM), ClCCl (dichloromethane), ClCCl (dichloromethane). Run at time 30 minute. Product: ClC1=NC=NC(=C1C(=O)NC1=C(C=CC=C1)OC)Cl (4,6-Dichloro-N-(2-methoxyphenyl)pyrimidine-5-carboxamide). Isolated yield 76.6%. Reaction SMILES: [Cl:1][C:2]1[C:7]([C:8](Cl)=[O:9])=[C:6]([Cl:11])[N:5]=[CH:4][N:3]=1.[CH3:12][O:13][C:14]1[CH:20]=[CH:19][CH:18]=[CH:17][C:15]=1[NH2:16]>ClCCl>[Cl:1][C:2]1[C:7]([C:8]([NH:16][C:15]2[CH:17]=[CH:18][CH:19]=[CH:20][C:14]=2[O:13][CH3:12])=[O:9])=[C:6]([Cl:11])[N:5]=[CH:4][N:3]=1. Procedure details: 4,6-Dichloropyrimidine-5-carbonyl chloride (587 mg, 2.78 mmol, prepared according to E. V. Tarasov et al. Synlett 2000, 5, 625-626) was dissolved in dichloromethane (2.5 ml) and TEA (400 μl, 2.87 mmol) was added. To this solution, 2-methoxyaniline (340 mg, 2.76 mmol) in 3 ml DCM was added dropwise and the mixture was stirred for 30 min at room temperature. The reaction mixture was then diluted with dichloromethane, washed with 4% sodium bicarbonate solution, dried over magnesium sulphate, filter... Starting materials: BrC1=C(SC=C1)C=1C(=NC=CC1)NCC (3-bromo-2-(2-ethylaminopyridin-3-yl)thiophene), FC1=NC=CC=C1[Sn](CCCC)(CCCC)CCCC (2-fluoro-3-tributylstannylpyridine). Reagents/catalysts: Cl[Pd]([P](C1=CC=CC=C1)(C2=CC=CC=C2)C3=CC=CC=C3)([P](C4=CC=CC=C4)(C5=CC=CC=C5)C6=CC=CC=C6)Cl (Pd(Ph3P)2Cl2). The solvent is C(C)(=O)OCC (ethyl acetate), CN1C(CCC1)=O (N-methylpyrrolidinone). Run at temperature 75 celsius. The product is FC1=NC=CC=C1C1=C(SC=C1)C=1C(=NC=CC1)NCC (3-(2-fluoropyridin-3-yl)-2-(2-ethylaminopyridin-3-yl)thiophene). Isolated yield 31.2%. Reaction SMILES: Br[C:2]1[CH:6]=[CH:5][S:4][C:3]=1[C:7]1[C:8]([NH:13][CH2:14][CH3:15])=[N:9][CH:10]=[CH:11][CH:12]=1.[F:16][C:17]1[C:22]([Sn](CCCC)(CCCC)CCCC)=[CH:21][CH:20]=[CH:19][N:18]=1>CN1CCCC1=O.C(OCC)(=O)C.Cl[Pd](Cl)([P](C1C=CC=CC=1)(C1C=CC=CC=1)C1C=CC=CC=1)[P](C1C=CC=CC=1)(C1C=CC=CC=1)C1C=CC=CC=1>[F:16][C:17]1[C:22]([C:2]2[CH:6]=[CH:5][S:4][C:3]=2[C:7]2[C:8]([NH:13][CH2:14][CH3:15])=[N:9][CH:10]=[CH:11][CH:12]=2)=[CH:21][CH:20]=[CH:19][N:18]=1 |^1:51,70|. Procedure details: A mixture of 3-bromo-2-(2-ethylaminopyridin-3-yl)thiophene (0.085 g), 2-fluoro-3-tributylstannylpyridine (0.26 g) and Pd(Ph3P)2Cl2 (0.014 g) in N-methylpyrrolidinone (2 mL) was heated at 75° C. under argon for 1 day. The mixture was diluted with ethyl acetate, washed, dried, filtered and evaporated. The residue was chromatographed to give 3-(2-fluoropyridin-3-yl)-2-(2-ethylaminopyridin-3-yl)thiophene (0.028 g). mp 86-89° C.